The task is: describe an organic reaction: reactants, conditions, products, and yield. This data is from the Open Reaction Database (ORD), a public repository of structured organic reaction records. The reactants are C(C)NC1=C(C=C(C(=C1)OC)OC)[C@H]1CC=2C=CC(=CC2CC1)OC(C(C)(C)C)=O (pivalic acid (R)-6-(2-ethylamino-4,5-dimethoxyphenyl)-5,6,7,8-tetrahydronaphthalen-2-yl ester), FC=1C=C(C=O)C=CC1OC1CCN(CC1)C (3-fluoro-4-(1-methylpiperidin-4-yloxy)benzaldehyde). Product: C(C)N(C1=C(C=C(C(=C1)OC)OC)[C@H]1CC=2C=CC(=CC2CC1)O)CC1=CC(=C(C=C1)OC1CCN(CC1)C)F ((R)-6-{2-{Ethyl[3-fluoro-4-(1-methylpiperidin-4-yloxy)benzyl]amino}-4,5-dimethoxyphenyl}-5,6,7,8-tetrahydronaphthalen-2-ol). Yield: 34.5%. As a reaction SMILES: [CH2:1]([NH:3][C:4]1[CH:9]=[C:8]([O:10][CH3:11])[C:7]([O:12][CH3:13])=[CH:6][C:5]=1[C@@H:14]1[CH2:23][CH2:22][C:21]2[CH:20]=[C:19]([O:24]C(=O)C(C)(C)C)[CH:18]=[CH:17][C:16]=2[CH2:15]1)[CH3:2].[F:31][C:32]1[CH:33]=[C:34]([CH:37]=[CH:38][C:39]=1[O:40][CH:41]1[CH2:46][CH2:45][N:44]([CH3:47])[CH2:43][CH2:42]1)[CH:35]=O>>[CH2:1]([N:3]([CH2:35][C:34]1[CH:37]=[CH:38][C:39]([O:40][CH:41]2[CH2:46][CH2:45][N:44]([CH3:47])[CH2:43][CH2:42]2)=[C:32]([F:31])[CH:33]=1)[C:4]1[CH:9]=[C:8]([O:10][CH3:11])[C:7]([O:12][CH3:13])=[CH:6][C:5]=1[C@@H:14]1[CH2:23][CH2:22][C:21]2[CH:20]=[C:19]([OH:24])[CH:18]=[CH:17][C:16]=2[CH2:15]1)[CH3:2]. Procedure: Synthesized from pivalic acid (R)-6-(2-ethylamino-4,5-dimethoxyphenyl)-5,6,7,8-tetrahydronaphthalen-2-yl ester (20 mg) and 3-fluoro-4-(1-methylpiperidin-4-yloxy)benzaldehyde (55 mg) according to an analogous synthetic method to Example 264 and purified by LC-MS, the title compound (9.2 mg) was obtained. Starting materials: CC1=CC=C(C=C1)C1=C(C=NO1)C(=O)O (5-(4-methylphenyl)isoxazole-4-carboxylic acid), CC1CNCC(C1)C (3,5-dimethylpiperidine). Product: CC1CN(CC(C1)C)C(=O)C=1C=NOC1C1=CC=C(C=C1)C (3,5-Dimethyl-1-{[5-(4-methylphenyl)isoxazol-4-yl]carbonyl}piperidine), solid. As a reaction SMILES: [CH3:1][C:2]1[CH:7]=[CH:6][C:5]([C:8]2[O:12][N:11]=[CH:10][C:9]=2[C:13]([OH:15])=O)=[CH:4][CH:3]=1.[CH3:16][CH:17]1[CH2:22][CH:21]([CH3:23])[CH2:20][NH:19][CH2:18]1>>[CH3:16][CH:17]1[CH2:22][CH:21]([CH3:23])[CH2:20][N:19]([C:13]([C:9]2[CH:10]=[N:11][O:12][C:8]=2[C:5]2[CH:4]=[CH:3][C:2]([CH3:1])=[CH:7][CH:6]=2)=[O:15])[CH2:18]1. Procedure: The title compound was prepared from 5-(4-methylphenyl)isoxazole-4-carboxylic acid (10.2 mg, 0.050 mmol) and 3,5-dimethylpiperidine (6.8 mg, 0.060 mmol) as described in synthetic method B and thereafter purified by preparative HPLC method B to give a solid (0.7 mg). Calcd for C18H22N2O2: 298.1681, found 298.1692. As a reaction SMILES: [Br:1][C:2]1[CH:7]=[CH:6][C:5]([C:8]2[CH2:12][CH2:11][CH2:10][C:9]=2[CH2:13][OH:14])=[CH:4][CH:3]=1>C(Cl)(Cl)Cl.[O-2].[Mn+4].[O-2]>[Br:1][C:2]1[CH:3]=[CH:4][C:5]([C:8]2[CH2:12][CH2:11][CH2:10][C:9]=2[CH:13]=[O:14])=[CH:6][CH:7]=1 |f:2.3.4|. Procedure details: Manganese (IV) oxide (activated, Aldrich) (4.04 g, 46.5 mmol) was added to a solution of [2-(4-bromophenyl)cyclopent-1-en-1-yl]methanol (3.36 g, 13.3 mmol) in chloroform (25 mL) at ambient temperature. After stirring at reflux overnight, the reaction was filtered through celite (rinsing with methylene chloride) and concentrated. Chromatography over silica eluting with 0-20% ethyl acetate/hexane afforded 2-(4-bromophenyl)cyclopent-1-ene-1-carbaldehyde as an off-white solid. Solvent: C(Cl)(Cl)Cl (chloroform). The reagents and catalysts are [O-2].[Mn+4].[O-2] (Manganese (IV) oxide). Starting materials: BrC1=CC=C(C=C1)C1=C(CCC1)CO ([2-(4-bromophenyl)cyclopent-1-en-1-yl]methanol). Yields the product BrC1=CC=C(C=C1)C1=C(CCC1)C=O (2-(4-bromophenyl)cyclopent-1-ene-1-carbaldehyde). Starting materials: CC1=CN=C(S1)C1=CC=C2C(=NNC2=C1)C(=O)O (6-(5-methyl-1,3-thiazol-2-yl)-1H-indazole-3-carboxylic acid), N12C[C@@H](C(CC1)CC2)O ((3R)-quinuclidin-3-ol), C1(=CC=CC=C1)P(C1=CC=CC=C1)C1=CC=CC=C1 (triphenylphosphine), N(=NC(=O)OC(C)C)C(=O)OC(C)C (diisopropyl azodicarboxylate). Solvent: O1CCCC1 (tetrahydrofuran), O1CCCC1 (tetrahydrofuran). Product: CC1=CN=C(S1)C1=CC=C2C(=NNC2=C1)C(=O)O[C@@H]1CN2CCC1CC2 ((3S)-1-Azabicyclo[2.2.2]oct-3-yl 6-(5-methyl-1,3-thiazol-2-yl)-1H-indazole-3-carboxylate). Yield: 1.0%. Reaction SMILES: [CH3:1][C:2]1[S:6][C:5]([C:7]2[CH:15]=[C:14]3[C:10]([C:11]([C:16]([OH:18])=[O:17])=[N:12][NH:13]3)=[CH:9][CH:8]=2)=[N:4][CH:3]=1.[N:19]12[CH2:26][CH2:25][CH:22]([CH2:23][CH2:24]1)[C@@H:21](O)[CH2:20]2.C1(P(C2C=CC=CC=2)C2C=CC=CC=2)C=CC=CC=1.N(C(OC(C)C)=O)=NC(OC(C)C)=O>O1CCCC1>[CH3:1][C:2]1[S:6][C:5]([C:7]2[CH:15]=[C:14]3[C:10]([C:11]([C:16]([O:18][C@H:21]4[CH:22]5[CH2:25][CH2:26][N:19]([CH2:24][CH2:23]5)[CH2:20]4)=[O:17])=[N:12][NH:13]3)=[CH:9][CH:8]=2)=[N:4][CH:3]=1. Procedure details: To a solution of 6-(5-methyl-1,3-thiazol-2-yl)-1H-indazole-3-carboxylic acid (0.50 mmol), (3R)-quinuclidin-3-ol (0.57 mmol), and triphenylphosphine (0.57 mmol) in tetrahydrofuran (5 mL) at 0° C. was added a solution of diisopropyl azodicarboxylate (0.57 mmol) in tetrahydrofuran (1 mL). The mixture was allowed to warm to rt over 2 hours and was maintained for 16 h. The mixture was loaded on a SCX column (5 g) and was washed with methanol. Product was eluted with methanol/dimethylethylamine (9/1) ...